From a dataset of the Open Reaction Database (ORD), a public repository of structured organic reaction records. describe an organic reaction: reactants, conditions, products, and yield Starting materials: CON(C)C(=O)c1ccc(C(F)(F)F)nc1Nc1ccccc1, C[Mg]Cl, C1CCOC1. The product is CC(=O)c1ccc(C(F)(F)F)nc1Nc1ccccc1. Reaction SMILES: [CH3:1][O:2][N:3]([C:4]([c:5]1[c:6]([NH:15][c:16]2[cH:17][cH:18][cH:19][cH:20][cH:21]2)[n:7][c:8]([C:11]([F:12])([F:13])[F:14])[cH:9][cH:10]1)=[O:22])[CH3:23].[CH3:24][Mg:25][Cl:26].[O:27]1[CH2:28][CH2:29][CH2:30][CH2:31]1>>[C:4]([c:5]1[c:6]([NH:15][c:16]2[cH:17][cH:18][cH:19][cH:20][cH:21]2)[n:7][c:8]([C:11]([F:12])([F:13])[F:14])[cH:9][cH:10]1)(=[O:22])[CH3:24]. Reactants: COC(=O)C(O)Cc1cc(C)c(OCc2ccccc2)c(C)c1, COc1ccc2c(c1)CCN(C1CCNCC1)C(=O)N2, O=C(Cl)Oc1ccc([N+](=O)[O-])cc1. Product: COC(=O)C(Cc1cc(C)c(OCc2ccccc2)c(C)c1)OC(=O)N1CCC(N2CCc3cc(OC)ccc3NC2=O)CC1. RXN SMILES: [CH3:1][O:2][C:3]([CH:4]([CH2:5][c:6]1[cH:7][c:8]([CH3:21])[c:9]([O:13][CH2:14][c:15]2[cH:16][cH:17][cH:18][cH:19][cH:20]2)[c:10]([CH3:12])[cH:11]1)[OH:22])=[O:23].[CH3:37][O:38][c:39]1[cH:40][cH:41][c:42]2[c:43]([cH:56]1)[CH2:44][CH2:45][N:46]([CH:50]1[CH2:51][CH2:52][NH:53][CH2:54][CH2:55]1)[C:47](=[O:49])[NH:48]2.[Cl:24][C:25](=[O:26])[O:27][c:28]1[cH:29][cH:30][c:31]([N+:32]([O-:33])=[O:34])[cH:35][cH:36]1>>[CH3:1][O:2][C:3]([CH:4]([CH2:5][c:6]1[cH:7][c:8]([CH3:21])[c:9]([O:13][CH2:14][c:15]2[cH:16][cH:17][cH:18][cH:19][cH:20]2)[c:10]([CH3:12])[cH:11]1)[O:22][C:25](=[O:26])[N:53]1[CH2:52][CH2:51][CH:50]([N:46]2[CH2:45][CH2:44][c:43]3[c:42]([cH:41][cH:40][c:39]([O:38][CH3:37])[cH:56]3)[NH:48][C:47]2=[O:49])[CH2:55][CH2:54]1)=[O:23]. Reactants: COC(=O)C1=Cc2cc(Br)ccc2NCCC1, C1CCOC1, CC(=O)OC(C)=O, O=CO. The product is COC(=O)C1=Cc2cc(Br)ccc2N(C=O)CCC1. As a reaction SMILES: [Br:11][c:12]1[cH:13][cH:14][c:15]2[c:16]([cH:27]1)[CH:17]=[C:18]([C:23](=[O:24])[O:25][CH3:26])[CH2:19][CH2:20][CH2:21][NH:22]2.[CH2:28]1[O:29][CH2:30][CH2:31][CH2:32]1.[CH3:4][C:5]([O:6][C:7](=[O:8])[CH3:9])=[O:10].[CH:1](=[O:2])[OH:3]>>[CH:1](=[O:2])[N:22]1[c:15]2[cH:14][cH:13][c:12]([Br:11])[cH:27][c:16]2[CH:17]=[C:18]([C:23](=[O:24])[O:25][CH3:26])[CH2:19][CH2:20][CH2:21]1. The reactants are ClC1=C(C=O)C(=CN=C1)Cl (3,5-Dichloroisonicotinaldehyde), C(=O)([O-])[O-].[Cs+].[Cs+] (Cs2CO3), SCC(=O)OC (methyl 2-mercaptoacetate). Run in CN(C)C=O (DMF). Reaction conditions: time 3 hour. Product: ClC1=C2C(=CN=C1)SC(=C2)C(=O)OC (Methyl 4-chlorothieno[2,3-c]pyridine-2-carboxylate). As a reaction SMILES: Cl[C:2]1[CH:9]=[N:8][CH:7]=[C:6]([Cl:10])[C:3]=1[CH:4]=O.C([O-])([O-])=O.[Cs+].[Cs+].[SH:17][CH2:18][C:19]([O:21][CH3:22])=[O:20]>CN(C=O)C>[Cl:10][C:6]1[CH:7]=[N:8][CH:9]=[C:2]2[S:17][C:18]([C:19]([O:21][CH3:22])=[O:20])=[CH:4][C:3]=12 |f:1.2.3|. Procedure details: 3,5-Dichloroisonicotinaldehyde (20.39 g, 115.8 mmol) obtained from Aldrich was dissolved in 250 mL DMF. To this solution was added Cs2CO3 (12.9 g, 121.59 mmol) and then methyl 2-mercaptoacetate (56.6 g, 173.7 mmol). The mixture was stirred at room temperature for 3 hours. After removing 200 mL DMF under a reduced pressure, the remaining residue was mixed with 100 mL water. After filtration, the filter cake was washed thoroughly with water and air dried. An off-white solid was obtained as the pur... The reactants are C=CC(=O)OCC, CCC(=O)O, O=c1[nH]c2ccc(I)cc2c2cc[nH]c12. The product is CCC(=O)O, CCOC(=O)C=Cc1ccc2[nH]c(=O)c3[nH]ccc3c2c1. RXN SMILES: [C:21]([CH:22]=[CH2:23])(=[O:24])[O:25][CH2:26][CH3:27].[CH2:1]([CH3:2])[C:3](=[O:4])[OH:5].[I:6][c:7]1[cH:8][c:9]2[c:10]3[c:11]([c:12](=[O:17])[nH:13][c:14]2[cH:15][cH:16]1)[nH:18][cH:19][cH:20]3>>[CH2:1]([CH3:2])[C:3](=[O:4])[OH:5].[c:7]1([CH:23]=[CH:22][C:21](=[O:24])[O:25][CH2:26][CH3:27])[cH:8][c:9]2[c:10]3[c:11]([c:12](=[O:17])[nH:13][c:14]2[cH:15][cH:16]1)[nH:18][cH:19][cH:20]3. The reactants are C=CCc1cc2c(cc1OC)COC(=O)N2, CN(C)C=O, CCOC(C)=O, [H-], CI, [Na+]. Reaction SMILES: [CH2:1]([CH:2]=[CH2:3])[c:4]1[c:5]([O:15][CH3:16])[cH:6][c:7]2[c:8]([cH:14]1)[NH:9][C:10](=[O:13])[O:11][CH2:12]2.[CH3:21][N:22]([CH3:23])[CH:24]=[O:25].[CH3:26][CH2:27][O:28][C:29](=[O:30])[CH3:31].[H-:17].[I:19][CH3:20].[Na+:18]>>[CH2:1]([CH:2]=[CH2:3])[c:4]1[c:5]([O:15][CH3:16])[cH:6][c:7]2[c:8]([cH:14]1)[N:9]([CH3:20])[C:10](=[O:13])[O:11][CH2:12]2. The product is C=CCc1cc2c(cc1OC)COC(=O)N2C.